This data is from the Open Reaction Database (ORD), a public repository of structured organic reaction records. The task is: describe an organic reaction: reactants, conditions, products, and yield Starting materials: OCC1C(SC2=C(NC1=O)C=CC=C2)C2=CC=CC=C2 (2,3-dihydro-3-hydroxymethyl-2-phenyl-1,5-benzothiazepin-4(5H)-one), N1=CC=CC=C1 (pyridine), S(=O)(Cl)Cl (thionyl chloride). Procedure: 5.7 g of 2,3-dihydro-3-hydroxymethyl-2-phenyl-1,5-benzothiazepin-4(5H)-one prepared as described in Reference Example 1 and 1.6 g of pyridine were dissolved in 30 ml of benzene, and 3.6 g of thionyl chloride was added to the solution, followed by heating under refluxing for 1 hour. The solvent was then distilled off and water was added to the residue. The precipitated crystals were filtered, washed with methanol and recrystallized from benzene to obtain 5.1 g of 3-chloromethyl-2,3-dihydro-2-phen... Isolated yield 84.0%. Yields the product ClCC1C(SC2=C(NC1=O)C=CC=C2)C2=CC=CC=C2 (3-chloromethyl-2,3-dihydro-2-phenyl-1,5-benzothiazepin-4(5H)-one). Run in C1=CC=CC=C1 (benzene). Reaction SMILES: O[CH2:2][CH:3]1[C:9](=[O:10])[NH:8][C:7]2[CH:11]=[CH:12][CH:13]=[CH:14][C:6]=2[S:5][CH:4]1[C:15]1[CH:20]=[CH:19][CH:18]=[CH:17][CH:16]=1.N1C=CC=CC=1.S(Cl)([Cl:29])=O>C1C=CC=CC=1>[Cl:29][CH2:2][CH:3]1[C:9](=[O:10])[NH:8][C:7]2[CH:11]=[CH:12][CH:13]=[CH:14][C:6]=2[S:5][CH:4]1[C:15]1[CH:20]=[CH:19][CH:18]=[CH:17][CH:16]=1.